Dataset: the Open Reaction Database (ORD), a public repository of structured organic reaction records. Task: describe an organic reaction: reactants, conditions, products, and yield Starting materials: O=C([O-])[O-], [Cl-], Clc1nc2ncccc2s1, Cl, [Cs+], [Cs+], [NH4+], CN(C)C=O, OCc1cc2ncc(O)cc2o1. Yields the product OCc1cc2ncc(Oc3nc4ncccc4s3)cc2o1. As a reaction SMILES: [C:24](=[O:25])([O-:26])[O-:27].[Cl-:30].[Cl:14][c:15]1[s:16][c:17]2[c:18]([n:19][cH:20][cH:21][cH:22]2)[n:23]1.[ClH:13].[Cs+:28].[Cs+:29].[NH4+:31].[O:32]=[CH:33][N:34]([CH3:35])[CH3:36].[OH:1][CH2:2][c:3]1[cH:4][c:5]2[n:6][cH:7][c:8]([OH:12])[cH:9][c:10]2[o:11]1>>[OH:1][CH2:2][c:3]1[cH:4][c:5]2[n:6][cH:7][c:8]([O:12][c:15]3[s:16][c:17]4[c:18]([n:19][cH:20][cH:21][cH:22]4)[n:23]3)[cH:9][c:10]2[o:11]1. The reactants are COc1ccc(Br)c(NC(=O)c2ccc(OCCN3CCCCC3)c(F)c2)c1, CCCC[Sn](CCCC)(CCCC)c1nc2ccccc2s1, Cl[Pd]Cl, c1ccc(P(c2ccccc2)c2ccccc2)cc1, c1ccc(P(c2ccccc2)c2ccccc2)cc1, Cc1ccccc1C. Yields the product COc1ccc(-c2nc3ccccc3s2)c(NC(=O)c2ccc(OCCN3CCCCC3)c(F)c2)c1. RXN SMILES: [Br:1][c:2]1[c:3]([NH:10][C:11]([c:12]2[cH:13][c:14]([F:27])[c:15]([O:18][CH2:19][CH2:20][N:21]3[CH2:22][CH2:23][CH2:24][CH2:25][CH2:26]3)[cH:16][cH:17]2)=[O:28])[cH:4][c:5]([O:8][CH3:9])[cH:6][cH:7]1.[CH2:29]([Sn:30]([CH2:31][CH2:32][CH2:33][CH3:43])([c:34]1[s:35][c:36]2[c:37]([n:38]1)[cH:39][cH:40][cH:41][cH:42]2)[CH2:44][CH2:45][CH2:46][CH3:47])[CH2:48][CH2:49][CH3:50].[Pd:51]([Cl:52])[Cl:53].[c:54]1([P:55]([c:56]2[cH:57][cH:58][cH:59][cH:60][cH:61]2)[c:62]2[cH:63][cH:64][cH:65][cH:66][cH:67]2)[cH:68][cH:69][cH:70][cH:71][cH:72]1.[c:73]1([P:74]([c:75]2[cH:76][cH:77][cH:78][cH:79][cH:80]2)[c:81]2[cH:82][cH:83][cH:84][cH:85][cH:86]2)[cH:87][cH:88][cH:89][cH:90][cH:91]1.[c:92]1([CH3:93])[c:94]([CH3:95])[cH:96][cH:97][cH:98][cH:99]1>>[c:2]1(-[c:34]2[s:35][c:36]3[c:37]([n:38]2)[cH:39][cH:40][cH:41][cH:42]3)[c:3]([NH:10][C:11]([c:12]2[cH:13][c:14]([F:27])[c:15]([O:18][CH2:19][CH2:20][N:21]3[CH2:22][CH2:23][CH2:24][CH2:25][CH2:26]3)[cH:16][cH:17]2)=[O:28])[cH:4][c:5]([O:8][CH3:9])[cH:6][cH:7]1. Reactants: Brc1nnc(-c2ccncc2)s1, [Cu]I, O=C1NCC2(CN3CCC2CC3)O1. The product is O=C1OC2(CN3CCC2CC3)CN1c1nnc(-c2ccncc2)s1. Reaction SMILES: [Br:14][c:15]1[s:16][c:17](-[c:20]2[cH:21][cH:22][n:23][cH:24][cH:25]2)[n:18][n:19]1.[Cu:26][I:27].[O:1]1[C:2](=[O:13])[NH:3][CH2:4][C:5]12[CH2:6][N:7]1[CH2:8][CH2:9][CH:10]2[CH2:11][CH2:12]1>>[O:1]1[C:2](=[O:13])[N:3]([c:15]2[s:16][c:17](-[c:20]3[cH:21][cH:22][n:23][cH:24][cH:25]3)[n:18][n:19]2)[CH2:4][C:5]12[CH2:6][N:7]1[CH2:8][CH2:9][CH:10]2[CH2:11][CH2:12]1. The reactants are C1(CCCCC1)CN1C2=CC=CC(=C2C=2C(=CC=CC12)O)C(=O)OC (9-[(cyclohexyl)methyl]-4-hydroxy-5-carbomethoxy carbazole), N (NH3). Solvent: C1CCOC1 (THF), [OH-].[NH4+] (ammonium hydroxide). Run at temperature 35 celsius. The product is C1(CCCCC1)CN1C2=CC=CC(=C2C=2C(=CC=CC12)O)C(N)=O (9-[(Cyclohexyl)methyl]-4-hydroxy-5-carbamoyl carbazole). Yield: 70.0%. RXN SMILES: [CH:1]1([CH2:7][N:8]2[C:20]3[CH:19]=[CH:18][CH:17]=[C:16]([OH:21])[C:15]=3[C:14]3[C:9]2=[CH:10][CH:11]=[CH:12][C:13]=3[C:22]([O:24]C)=O)[CH2:6][CH2:5][CH2:4][CH2:3][CH2:2]1.[NH3:26]>C1COCC1.[OH-].[NH4+]>[CH:1]1([CH2:7][N:8]2[C:20]3[CH:19]=[CH:18][CH:17]=[C:16]([OH:21])[C:15]=3[C:14]3[C:9]2=[CH:10][CH:11]=[CH:12][C:13]=3[C:22](=[O:24])[NH2:26])[CH2:6][CH2:5][CH2:4][CH2:3][CH2:2]1 |f:3.4|. Reported procedure: A solution of 9-[(cyclohexyl)methyl]-4-hydroxy-5-carbomethoxy carbazole (205 mg, 0.608 mmol) in 5 mL of THF and 20 mL of concentrated aqueous ammonium hydroxide was treated with a stream of NH3 gas to ensure saturation. The reaction vessel was capped, and the mixture was heated at 35° C. with stirring until tlc indicated complete consumption of starting material (20 hrs). The THF was evaporated, and the aqueous layer was filtered. The green solid precipitate was dissolved in THF and purified by ... The reactants are C(Br)C1CO1 (epibromohydrin), [OH-].[K+] (KOH), [Sn](Cl)(Cl)(Cl)Cl (tin(IV) chloride), C(C)(C)(C)C1CCC(CC1)=O (4-tert-butylcyclohexanone). Run in O (water), ClCCl (dichloromethane), ClCCl (dichloromethane). Conditions: temperature 20 celsius, time 8 hour. Yields the product C(C)(C)(C)C1CCC2(OCC(O2)CBr)CC1 (8-tert-butyl-2-bromomethyl-1,4-dioxaspiro[4,5]decane). Yield: 77.4%. RXN SMILES: [Sn](Cl)(Cl)(Cl)Cl.[C:6]([CH:10]1[CH2:15][CH2:14][C:13](=[O:16])[CH2:12][CH2:11]1)([CH3:9])([CH3:8])[CH3:7].[CH2:17]([CH:19]1[O:21][CH2:20]1)[Br:18].[OH-].[K+]>ClCCl.O>[C:6]([CH:10]1[CH2:11][CH2:12][C:13]2([O:21][CH:19]([CH2:17][Br:18])[CH2:20][O:16]2)[CH2:14][CH2:15]1)([CH3:9])([CH3:7])[CH3:8] |f:3.4|. Reported procedure: 30.15 g (120 mmol) of tin(IV) chloride were added dropwise to 115.5 g (750 mmol) of 4-tert-butylcyclohexanone in 700 ml of absolute dichloromethane at 5° C., followed by the dropwise addition of 205.5 g (1.5 mol) of epibromohydrin ##STR9## in 370 ml of absolute dichloromethane in the course of 5 hours. The mixture was stirred overnight at room temperature (20° C.), hydrolyzed with a solution of 42 g of KOH in 180 ml of water while cooling, and worked up in a conventional manner. Distillation of ...